This data is from the Open Reaction Database (ORD), a public repository of structured organic reaction records. The task is: describe an organic reaction: reactants, conditions, products, and yield Starting materials: CCOC(=O)c1ccc2scc(C)c2c1, ClC(Cl)Cl, [Cl-], [Cl-], Cl, [Zn+2]. Yields the product CCOC(=O)c1ccc2sc(CCl)c(C)c2c1. As a reaction SMILES: [CH2:2]([CH3:3])[O:4][C:5](=[O:6])[c:7]1[cH:8][c:9]2[c:10]([s:11][cH:12][c:13]2[CH3:14])[cH:15][cH:16]1.[CH:17]([Cl:18])([Cl:19])[Cl:20].[Cl-:21].[Cl-:23].[ClH:1].[Zn+2:22]>>[CH2:2]([CH3:3])[O:4][C:5](=[O:6])[c:7]1[cH:8][c:9]2[c:10]([s:11][c:12]([CH2:17][Cl:18])[c:13]2[CH3:14])[cH:15][cH:16]1. As a reaction SMILES: [Cl:1][C:2]1[CH:3]=[N:4][CH:5]=[C:6]([Cl:28])[C:7]=1[NH:8][C:9]1[NH:27][C:12]2=[N:13][C:14]([O:21][CH:22]3[CH2:26][CH2:25][O:24][CH2:23]3)=[C:15]([C:17]([O:19]C)=[O:18])[CH:16]=[C:11]2[N:10]=1.[OH-].[Na+]>C(O)C>[Cl:28][C:6]1[CH:5]=[N:4][CH:3]=[C:2]([Cl:1])[C:7]=1[NH:8][C:9]1[NH:27][C:12]2=[N:13][C:14]([O:21][CH:22]3[CH2:26][CH2:25][O:24][CH2:23]3)=[C:15]([C:17]([OH:19])=[O:18])[CH:16]=[C:11]2[N:10]=1 |f:1.2|. Run in C(C)O (ethanol). The product is ClC=1C=NC=C(C1NC1=NC=2C(=NC(=C(C2)C(=O)O)OC2COCC2)N1)Cl (2-(3,5-Dichloro-pyridin-4-ylamino)-5-(tetrahydrofuran-3-yl-oxy)-3H-imidazo[4,5-b]pyridine-6-carboxylic acid). Reactants: ClC=1C=NC=C(C1NC1=NC=2C(=NC(=C(C2)C(=O)OC)OC2COCC2)N1)Cl (Methyl 2-(3,5-dichloro-pyridin-4-ylamino)-5-(tetrahydrofuran-3-yl-oxy)-3H-imidazo[4,5-b]pyridine-6-carboxylate), [OH-].[Na+] (NaOH). Reported procedure: Prepared analogously to example 174e from the product obtained in (790e) using 2 N NaOH (aq) in ethanol. Reactants: ClC1=C(C(=O)OC)C(=CC=C1)F (methyl 2-chloro-6-fluorobenzoate), CN(C=O)C (dimethylformamide), C(CCC)[Li] (n-butyllithium), [Li+].CC(C)[N-]C(C)C (LDA), C(C)(C)NC(C)C (diisopropyl amine). Solvent: C1CCOC1 (THF), C1CCOC1 (THF). Run at temperature -78 celsius, time 2.5 hour. Product: ClC1=CC=C(C(=C1C(=O)OC)F)C=O (Methyl 6-chloro-2-fluoro-3-formylbenzoate). As a reaction SMILES: C(NC(C)C)(C)C.C([Li])CCC.[Li+].CC([N-]C(C)C)C.[Cl:21][C:22]1[CH:31]=[CH:30][CH:29]=[C:28]([F:32])[C:23]=1[C:24]([O:26][CH3:27])=[O:25].CN(C)[CH:35]=[O:36]>C1COCC1>[Cl:21][C:22]1[C:23]([C:24]([O:26][CH3:27])=[O:25])=[C:28]([F:32])[C:29]([CH:35]=[O:36])=[CH:30][CH:31]=1 |f:2.3|. Procedure details: An oven-dried round bottom flask successively evacuated and purged with N2 gas was charged with drisolv THF (13.3 ml), and diisopropyl amine (6.6 ml, 46 mmol). The mixture was placed in a −78° C. dry ice/acetone bath before n-butyllithium (2.5 M in hexanes) (17 ml, 43 mmol) was added. The LDA solution was then placed in a 0° C. bath for 10 minutes, then recooling to −78° C. A solution of methyl 2-chloro-6-fluorobenzoate (3.50 g, 19 mmol) in THF (56 ml) was added to the mixture dropwise over 30 m... The reactants are ClC=1C=NC(=NC1)N1CCC(CC1)NC1CC1 ([1-(5-chloro-pyrimidin-2-yl)-piperidin-4-yl]-cyclopropyl-amine), FC=1C=C(C(=O)O)C=CC1N1N=CN=C1C (3-fluoro-4-(5-methyl-[1,2,4]triazol-1-yl)-benzoic acid). The product is ClC=1C=NC(=NC1)N1CCC(CC1)N(C(C1=CC(=C(C=C1)N1N=CN=C1C)F)=O)C1CC1 (N-[1-(5-Chloro-pyrimidin-2-yl)-piperidin-4-yl]-N-cyclopropyl-3-fluoro-4-(5-methyl-[1,2,4]triazol-1-yl)-benzamide). RXN SMILES: [Cl:1][C:2]1[CH:3]=[N:4][C:5]([N:8]2[CH2:13][CH2:12][CH:11]([NH:14][CH:15]3[CH2:17][CH2:16]3)[CH2:10][CH2:9]2)=[N:6][CH:7]=1.[F:18][C:19]1[CH:20]=[C:21]([CH:25]=[CH:26][C:27]=1[N:28]1[C:32]([CH3:33])=[N:31][CH:30]=[N:29]1)[C:22](O)=[O:23]>>[Cl:1][C:2]1[CH:3]=[N:4][C:5]([N:8]2[CH2:13][CH2:12][CH:11]([N:14]([CH:15]3[CH2:17][CH2:16]3)[C:22](=[O:23])[C:21]3[CH:25]=[CH:26][C:27]([N:28]4[C:32]([CH3:33])=[N:31][CH:30]=[N:29]4)=[C:19]([F:18])[CH:20]=3)[CH2:10][CH2:9]2)=[N:6][CH:7]=1. Procedure details: The title compound is prepared from [1-(5-chloro-pyrimidin-2-yl)-piperidin-4-yl]-cyclopropyl-amine and 3-fluoro-4-(5-methyl-[1,2,4]triazol-1-yl)-benzoic acid following a procedure analogous to that described in Example 107. LC (method 19): tR=3.90 min; Mass spectrum (ESI+): m/z=456 [M+H]+. Reactants: FC(CN1N=C(C2=NC=CC=C21)C2=CC=C(C=C2)O)F (4-[1-(2,2-difluoroethyl)-1H-pyrazolo[4,3-b]pyridin-3-yl]phenol), [H-].[Na+] (NaH), O (water), CN1C(=NC=2C1=NC=CC2)S(=O)(=O)C (3-methyl-2-(methylsulfonyl)-3H-imidazo[4,5-b]pyridine). Run in CN(C)C=O (DMF). Conditions: time 30 minute. Yields the product FC(CN1N=C(C2=NC=CC=C21)C2=CC=C(C=C2)OC2=NC=1C(=NC=CC1)N2C)F (1-(2,2-Difluoroethyl)-3-{4-[(3-methyl-3H-imidazo[4,5-b]pyridin-2-yl)oxy]phenyl}-1H-pyrazolo[4,3-b]pyridine). Isolated yield 42.9%. Reaction SMILES: [F:1][CH:2]([F:20])[CH2:3][N:4]1[C:12]2[C:7](=[N:8][CH:9]=[CH:10][CH:11]=2)[C:6]([C:13]2[CH:18]=[CH:17][C:16]([OH:19])=[CH:15][CH:14]=2)=[N:5]1.[H-].[Na+].[CH3:23][N:24]1[C:28]2=[N:29][CH:30]=[CH:31][CH:32]=[C:27]2[N:26]=[C:25]1S(C)(=O)=O.O>CN(C=O)C>[F:20][CH:2]([F:1])[CH2:3][N:4]1[C:12]2[C:7](=[N:8][CH:9]=[CH:10][CH:11]=2)[C:6]([C:13]2[CH:18]=[CH:17][C:16]([O:19][C:25]3[N:24]([CH3:23])[C:28]4=[N:29][CH:30]=[CH:31][CH:32]=[C:27]4[N:26]=3)=[CH:15][CH:14]=2)=[N:5]1 |f:1.2|. Procedure details: To a stirred solution of 4-[1-(2,2-difluoroethyl)-1H-pyrazolo[4,3-b]pyridin-3-yl]phenol (142 mg) in DMF (4 mL) was added NaH (60% in oil, 20.63 mg) at room temperature. The mixture was stirred at room temperature for 30 min and then 3-methyl-2-(methylsulfonyl)-3H-imidazo[4,5-b]pyridine (109 mg) was added. The mixture was exposed to microwave irradiation at 180° C. for 30 min, treated with water, and extracted with AcOEt. The organic layer was dried over MgSO4 and concentrated under reduced press... Reactants: IC1=C(N=C(N1)C(C)C)C (5-iodo-2-isopropyl-4-methyl-1H-imidazole), O1CC(CC1)C=O (tetrahydrofuran-3-carbaldehyde). The product is IC1=C(N=C(N1)C1COCC1)C (5-Iodo-4-methyl-2-(tetrahydrofuran-3-yl)-1H-imidazole). As a reaction SMILES: [I:1][C:2]1[NH:6][C:5]([CH:7]([CH3:9])[CH3:8])=[N:4][C:3]=1[CH3:10].[O:11]1CCC(C=O)[CH2:12]1>>[I:1][C:2]1[NH:6][C:5]([CH:7]2[CH2:9][CH2:12][O:11][CH2:8]2)=[N:4][C:3]=1[CH3:10]. Procedure details: The title compound was prepared using standard chemical manipulations and procedures similar to those used for the preparation of compound 159.2, except tetrahydrofuran-3-carbaldehyde was used in place of isobutyraldehyde. The reactants are ClC1=NSC2=C1C=C(C=C2)[N+](=O)[O-] (3-chloro-5-nitrobenzo[d]isothiazole), [Cl-].[NH4+] (ammonium chloride). The reagents and catalysts are [Fe] (iron). The solvent is C(C)(=O)OCC (ethyl acetate), C(C)O.O (ethanol water). Conditions: temperature 80 celsius, time 1.5 hour. The product is ClC1=NSC2=C1C=C(C=C2)N (3-chlorobenzo[d]isothiazol-5-amine). Isolated yield 95.0%. As a reaction SMILES: [Cl:1][C:2]1[C:6]2[CH:7]=[C:8]([N+:11]([O-])=O)[CH:9]=[CH:10][C:5]=2[S:4][N:3]=1.[Cl-].[NH4+]>C(O)C.O.C(OCC)(=O)C.[Fe]>[Cl:1][C:2]1[C:6]2[CH:7]=[C:8]([NH2:11])[CH:9]=[CH:10][C:5]=2[S:4][N:3]=1 |f:1.2,3.4|. Procedure: A solution of 3-chloro-5-nitrobenzo[d]isothiazole (4.53 g, 21.1 mmol), iron (7.2 g, 129 mmol) and ammonium chloride (2.4 g, 45 mmol) in ethanol/water (2:1, 270 mL) is allowed to stir at 80° C. for 1.5 h. The resulting dark reaction mixture was filtered through Celite while still hot and concentrated under reduced pressure to give a brown solid, which was dissolved in ethyl acetate and washed with saturated aqueous sodium bicarbonate solution and brine. The resulting organic layer was dried over ...